Dataset: the Open Reaction Database (ORD), a public repository of structured organic reaction records. Task: describe an organic reaction: reactants, conditions, products, and yield Starting materials: C(C)(C)(C)OC(=O)N1[C@@H]2C[C@@H]2C[C@H]1C(N[C@H](CO)C1=C(C(=CC=C1)Cl)F)=O ((1R,3S,5R)-3-[(S)-1-(3-chloro-2-fluoro-phenyl)-2-hydroxy-ethylcarbamoyl]-2-aza-bicyclo[3.1.0]hexane-2-carboxylic acid tert-butyl ester), C(=O)(O)[O-].[Na+] (NaHCO3), [H-].[Na+] (NaH), IC (iodomethane). Solvent: C1CCOC1 (THF), C(Cl)Cl (CH2Cl2). Reaction conditions: temperature 0 celsius, time 30 minute. Yields the product C(C)(C)(C)OC(=O)N1[C@@H]2C[C@@H]2C[C@H]1C(N[C@H](COC)C1=C(C(=CC=C1)Cl)F)=O ((1R,3S,5R)-3-[(S)-1-(3-Chloro-2-fluoro-phenyl)-2-methoxy-ethylcarbamoyl]-2-aza-bicyclo[3.1.0]hexane-2-carboxylic acid tert-butyl ester). RXN SMILES: [H-].[Na+].[C:3]([O:7][C:8]([N:10]1[C@H:15]([C:16](=[O:29])[NH:17][C@@H:18]([C:21]2[CH:26]=[CH:25][CH:24]=[C:23]([Cl:27])[C:22]=2[F:28])[CH2:19][OH:20])[CH2:14][C@@H:13]2[C@H:11]1[CH2:12]2)=[O:9])([CH3:6])([CH3:5])[CH3:4].IC.[C:32]([O-])(O)=O.[Na+]>C1COCC1.C(Cl)Cl>[C:3]([O:7][C:8]([N:10]1[C@H:15]([C:16](=[O:29])[NH:17][C@@H:18]([C:21]2[CH:26]=[CH:25][CH:24]=[C:23]([Cl:27])[C:22]=2[F:28])[CH2:19][O:20][CH3:32])[CH2:14][C@@H:13]2[C@H:11]1[CH2:12]2)=[O:9])([CH3:6])([CH3:4])[CH3:5] |f:0.1,4.5|. Procedure details: To a suspension of NaH (60% in mineral oil, 25.7 mg, 0.64 mmol) in THF (3 mL) cooled at 0° C. under Argon was added (1R,3S,5R)-3-[(S)-1-(3-chloro-2-fluoro-phenyl)-2-hydroxy-ethylcarbamoyl]-2-aza-bicyclo[3.1.0]hexane-2-carboxylic acid tert-butyl ester (270 mg, 0.64 mmol). The reaction mixture was stirred at 0° C. for 30 min and iodomethane (0.06 mL, 0.97 mmol) was added. After 1 h the reaction mixture was poured into saturated NaHCO3 aqueous solution. CH2Cl2 was added, the layers were separated a... Reactants: [H-], [Na+], Cc1ccc(S(=O)(=O)OCC2CO2)cc1, CN(C)C=O, Oc1ccc2ncccc2c1. Yields the product c1cnc2ccc(OCC3CO3)cc2c1. RXN SMILES: [H-:1].[Na+:2].[O:14]([S:15]([c:16]1[cH:17][cH:18][c:19]([CH3:20])[cH:21][cH:22]1)(=[O:23])=[O:24])[CH2:25][CH:26]1[CH2:27][O:28]1.[O:29]=[CH:30][N:31]([CH3:32])[CH3:33].[OH:3][c:4]1[cH:5][c:6]2[cH:7][cH:8][cH:9][n:10][c:11]2[cH:12][cH:13]1>>[O:3]([c:4]1[cH:5][c:6]2[cH:7][cH:8][cH:9][n:10][c:11]2[cH:12][cH:13]1)[CH2:25][CH:26]1[CH2:27][O:28]1. The reactants are [OH-].[Na+] (sodium hydroxide), C(C)OC(CC[C@H]1N=C(SC1)C=1NC2=C(C=C(C=C2C1)C)NC1CCCC1)=O (3-[(R)-2-(7-cyclopentylamino-5-methyl-1H-indol-2-yl)-4,5-dihydro-thiazol-4-yl]-propionic acid ethyl ester), Cl (hydrochloric acid). Solvent: CO (methanol), O1CCCC1 (tetrahydrofuran). Conditions: time 3 hour. The product is C1(CCCC1)NC=1C=C(C=C2C=C(NC12)C=1SC[C@H](N1)CCC(=O)O)C (3-[(R)-2-(7-cyclopentylamino-5-methyl-1H-indol-2-yl)-4,5-dihydro-thiazol-4-yl]-propionic acid). Yield: 84.3%. RXN SMILES: C([O:3][C:4](=[O:28])[CH2:5][CH2:6][C@@H:7]1[CH2:11][S:10][C:9]([C:12]2[NH:13][C:14]3[C:19]([CH:20]=2)=[CH:18][C:17]([CH3:21])=[CH:16][C:15]=3[NH:22][CH:23]2[CH2:27][CH2:26][CH2:25][CH2:24]2)=[N:8]1)C.[OH-].[Na+].Cl>O1CCCC1.CO>[CH:23]1([NH:22][C:15]2[CH:16]=[C:17]([CH3:21])[CH:18]=[C:19]3[C:14]=2[NH:13][C:12]([C:9]2[S:10][CH2:11][C@@H:7]([CH2:6][CH2:5][C:4]([OH:28])=[O:3])[N:8]=2)=[CH:20]3)[CH2:24][CH2:25][CH2:26][CH2:27]1 |f:1.2|. Procedure details: The compound (300 mg, 0.75 mmol) prepared in Example 157 was dissolved in tetrahydrofuran (25 ml) and methanol (25 ml). 1N aqueous sodium hydroxide solution (4.0 ml, 4 mmol) was added thereto, and the mixture was stirred for 3 h at room temperature. After completion of the reaction, 1N hydrochloric acid was added. The mixture was extracted with ethyl acetate, dried over anhydrous magnesium sulfate, and filtered. The filtrate was distilled under reduced pressure, and purified by column chromatogr... Reactants: N1[C@@H](CCC1=O)C(=O)O (Pyroglutamic acid), O1CCN(CC1)C(=O)CN1CCNCC1 (1-(morpholinocarbonylmethyl)piperazine), C1CCC(CC1)N=C=NC2CCCCC2 (DCC). Run in C(C)#N (acetonitrile). The product is O1CCN(CC1)C(=O)CN1CCN(CC1)C(=O)C1CCC(N1)=O (4-Morpholinocarbonylmethyl-1-(2-pyrrolidone-5-carbonyl)piperazine). The yield is 93.9%. As a reaction SMILES: [NH:1]1[C:5](=[O:6])[CH2:4][CH2:3][C@H:2]1[C:7]([OH:9])=O.[O:10]1[CH2:15][CH2:14][N:13]([C:16]([CH2:18][N:19]2[CH2:24][CH2:23][NH:22][CH2:21][CH2:20]2)=[O:17])[CH2:12][CH2:11]1.C1CCC(N=C=NC2CCCCC2)CC1>C(#N)C>[O:10]1[CH2:15][CH2:14][N:13]([C:16]([CH2:18][N:19]2[CH2:20][CH2:21][N:22]([C:7]([CH:2]3[NH:1][C:5](=[O:6])[CH2:4][CH2:3]3)=[O:9])[CH2:23][CH2:24]2)=[O:17])[CH2:12][CH2:11]1. Procedure: Pyroglutamic acid (1.6 g), 2.1 g of 1-(morpholinocarbonylmethyl)piperazine, 2.47 g of DCC and 130 ml of acetonitrile were heated to reflux for 48 hours with stirring. The insoluble matter was removed by filtering the reaction mixture and the solvent was evaporated from the filtrate in vacuo. The residue was subjected to a silica gel column chromatography to give 3.0 g of the product. This was recrystallized from a mixture of ethyl acetate, isopropanol and n-hexane to give 2.6 g of desired produc... Starting materials: Brc1ccc2c(C3CCNCC3)noc2c1, COCCOC, COc1cccc(NC(=O)c2ccc(C)c(B3OC(C)(C)C(C)(C)O3)c2)c1, [Na+], [Na+], O=C([O-])[O-], [Pd], c1ccc(P(c2ccccc2)c2ccccc2)cc1, c1ccc(P(c2ccccc2)c2ccccc2)cc1, c1ccc(P(c2ccccc2)c2ccccc2)cc1, c1ccc(P(c2ccccc2)c2ccccc2)cc1. The product is COc1cccc(NC(=O)c2ccc(C)c(-c3ccc4c(C5CCNCC5)noc4c3)c2)c1. As a reaction SMILES: [Br:34][c:35]1[cH:36][c:37]2[c:38]([c:39]([CH:42]3[CH2:43][CH2:44][NH:45][CH2:46][CH2:47]3)[n:40][o:41]2)[cH:48][cH:49]1.[CH3:127][O:128][CH2:129][CH2:130][O:131][CH3:132].[CH3:1][O:2][c:3]1[cH:4][c:5]([NH:9][C:10]([c:11]2[cH:12][c:13]([B:18]3[O:19][C:20]([CH3:21])([CH3:22])[C:23]([CH3:24])([CH3:25])[O:26]3)[c:14]([CH3:17])[cH:15][cH:16]2)=[O:27])[cH:6][cH:7][cH:8]1.[Na+:28].[Na+:29].[O-:30][C:31](=[O:32])[O-:33].[Pd:50].[c:108]1([P:109]([c:110]2[cH:111][cH:112][cH:113][cH:114][cH:115]2)[c:116]2[cH:117][cH:118][cH:119][cH:120][cH:121]2)[cH:122][cH:123][cH:124][cH:125][cH:126]1.[c:51]1([P:52]([c:53]2[cH:54][cH:55][cH:56][cH:57][cH:58]2)[c:59]2[cH:60][cH:61][cH:62][cH:63][cH:64]2)[cH:65][cH:66][cH:67][cH:68][cH:69]1.[c:70]1([P:71]([c:72]2[cH:73][cH:74][cH:75][cH:76][cH:77]2)[c:78]2[cH:79][cH:80][cH:81][cH:82][cH:83]2)[cH:84][cH:85][cH:86][cH:87][cH:88]1.[c:89]1([P:90]([c:91]2[cH:92][cH:93][cH:94][cH:95][cH:96]2)[c:97]2[cH:98][cH:99][cH:100][cH:101][cH:102]2)[cH:103][cH:104][cH:105][cH:106][cH:107]1>>[CH3:1][O:2][c:3]1[cH:4][c:5]([NH:9][C:10]([c:11]2[cH:12][c:13](-[c:35]3[cH:36][c:37]4[c:38]([c:39]([CH:42]5[CH2:43][CH2:44][NH:45][CH2:46][CH2:47]5)[n:40][o:41]4)[cH:48][cH:49]3)[c:14]([CH3:17])[cH:15][cH:16]2)=[O:27])[cH:6][cH:7][cH:8]1.